This data is from the Open Reaction Database (ORD), a public repository of structured organic reaction records. The task is: describe an organic reaction: reactants, conditions, products, and yield Starting materials: O (H2O), [OH-].[Na+] (NaOH), O (H2O), FC(C(C1=CC=CC=C1)N=[N+]=[N-])(F)F (α-(trifluoromethyl)benzylazide), [H-].[Al+3].[Li+].[H-].[H-].[H-] (lithium aluminum hydride). The solvent is CCOCC (ether). Reaction conditions: time 2 hour. The product is FC(C(C1=CC=CC=C1)N)(F)F (α-(trifluoromethyl)benzylamine). Isolated yield 87.5%. As a reaction SMILES: [F:1][C:2]([F:14])([F:13])[CH:3]([N:10]=[N+]=[N-])[C:4]1[CH:9]=[CH:8][CH:7]=[CH:6][CH:5]=1.[H-].[Al+3].[Li+].[H-].[H-].[H-].O.[OH-].[Na+]>CCOCC>[F:1][C:2]([F:13])([F:14])[CH:3]([NH2:10])[C:4]1[CH:9]=[CH:8][CH:7]=[CH:6][CH:5]=1 |f:1.2.3.4.5.6,8.9|. Procedure: To a solution of α-(trifluoromethyl)benzylazide (849 mf, 4.22 mmol) in ether (10 mL), lithium aluminum hydride (160 mg, 12.7 mmol) was added. The reaction mixture was stirred at room temerature for 2 hours. Then 0.46 ml H2O, 0.51 mL of 15% NaOH and 1.06 mL of H2O were added. The solid was filtered. The liquid was concentrated under reduced pressure to give desired product (647 mg, 88%). EI-MS m/z 176 (M+). Starting materials: ClC1=CC=C(C=C1)C1=C(N=CC(=N1)C(=O)O)OCCOC (6-(4-chloro-phenyl)-5-(2-methoxy-ethoxy)-pyrazine-2-carboxylic acid), Cl.NC1(CC1)CO ((1-amino-cyclopropyl)-methanol hydrochloride), C(C)N(C(C)C)C(C)C (N-ethyldiisopropyl-amine), ClC(=C(C)C)N(C)C (1-chloro-N,N,2-trimethyl-1-propenylamine). Solvent: ClCCl (dichloromethane). Conditions: time 30 minute. Yields the product OCC1(CC1)NC(=O)C1=NC(=C(N=C1)OCCOC)C1=CC=C(C=C1)Cl (6-(4-Chloro-phenyl)-5-(2-methoxy-ethoxy)-pyrazine-2-carboxylic acid (1-hydroxymethyl-cyclopropyl)-amide). Isolated yield 57.9%. RXN SMILES: [Cl:1][C:2]1[CH:7]=[CH:6][C:5]([C:8]2[N:13]=[C:12]([C:14]([OH:16])=O)[CH:11]=[N:10][C:9]=2[O:17][CH2:18][CH2:19][O:20][CH3:21])=[CH:4][CH:3]=1.ClC(N(C)C)=C(C)C.Cl.[NH2:31][C:32]1([CH2:35][OH:36])[CH2:34][CH2:33]1.C(N(C(C)C)C(C)C)C>ClCCl>[OH:36][CH2:35][C:32]1([NH:31][C:14]([C:12]2[CH:11]=[N:10][C:9]([O:17][CH2:18][CH2:19][O:20][CH3:21])=[C:8]([C:5]3[CH:4]=[CH:3][C:2]([Cl:1])=[CH:7][CH:6]=3)[N:13]=2)=[O:16])[CH2:34][CH2:33]1 |f:2.3|. Reported procedure: To a suspension of 0.05 g (0.00016 mol) of 6-(4-chloro-phenyl)-5-(2-methoxy-ethoxy)-pyrazine-2-carboxylic acid in 2.0 ml dichloromethane was added 0.024 g 1-chloro-N,N,2-trimethyl-1-propenylamine and the mixture was stirred at room temperature for 30 min. To the resulting slightly brown solution was added 0.040 g of (1-amino-cyclopropyl)-methanol hydrochloride and dropwise 0.1 ml N-ethyldiisopropyl-amine. The mixture was stirred at ambient temperature for 30 min. The resulting mixture was partit... The reactants are FC1=CC=C(C=C1)C1=NN(C=C1)C1=C(C(=O)NC(C(C(=O)O)O)CC2=CC=CC=C2)C=CC=N1 (3-(2-(3-(4-fluorophenyl)-1H-pyrazol-1-yl)nicotinamido)-2-hydroxy-4-phenylbutanoic acid), N1=C(C=CC=C1)CCCN (3-(pyridin-2-yl)propylamine). Yields the product FC1=CC=C(C=C1)C1=NN(C=C1)C1=C(C(=O)NC(CC2=CC=CC=C2)C(C(NCCCC2=NC=CC=C2)=O)O)C=CC=N1 (2-(3-(4-Fluorophenyl)-1H-pyrazol-1-yl)-N-(3-hydroxy-4-oxo-1-phenyl-4-(3-(pyridin-2-yl)propylamino)butan-2-yl)nicotinamide). As a reaction SMILES: [F:1][C:2]1[CH:7]=[CH:6][C:5]([C:8]2[CH:12]=[CH:11][N:10]([C:13]3[N:34]=[CH:33][CH:32]=[CH:31][C:14]=3[C:15]([NH:17][CH:18]([CH2:24][C:25]3[CH:30]=[CH:29][CH:28]=[CH:27][CH:26]=3)[CH:19]([OH:23])[C:20]([OH:22])=O)=[O:16])[N:9]=2)=[CH:4][CH:3]=1.[N:35]1[CH:40]=[CH:39][CH:38]=[CH:37][C:36]=1[CH2:41][CH2:42][CH2:43][NH2:44]>>[F:1][C:2]1[CH:3]=[CH:4][C:5]([C:8]2[CH:12]=[CH:11][N:10]([C:13]3[N:34]=[CH:33][CH:32]=[CH:31][C:14]=3[C:15]([NH:17][CH:18]([CH:19]([OH:23])[C:20](=[O:22])[NH:44][CH2:43][CH2:42][CH2:41][C:36]3[CH:37]=[CH:38][CH:39]=[CH:40][N:35]=3)[CH2:24][C:25]3[CH:26]=[CH:27][CH:28]=[CH:29][CH:30]=3)=[O:16])[N:9]=2)=[CH:6][CH:7]=1. Procedure details: The reaction was carried out in analogy to reaction step 1.3 by reacting 3-(2-(3-(4-fluorophenyl)-1H-pyrazol-1-yl)nicotinamido)-2-hydroxy-4-phenylbutanoic acid with 3-(pyridin-2-yl)propylamine; ESI-MS [M+H]+: 579.2. Reactants: CC(=C1C=CC=C1)C (6,6-dimethylfulvene), C[Li] (methyl lithium). As a reaction SMILES: [CH3:1][C:2]([CH3:8])=[C:3]1[CH:7]=[CH:6][CH:5]=[CH:4]1.[CH3:9][Li:10]>C(OCC)C>[C:2]([C-:3]1[CH:7]=[CH:6][CH:5]=[CH:4]1)([CH3:9])([CH3:8])[CH3:1].[Li+:10] |f:3.4|. Run in C(C)OCC (diethylether), CCOCC (ether). Procedure: To a solution of 4.18 g (39.4 mmol) 6,6-dimethylfulvene in 80 mL diethylether at 0° C. were added 22.9 mL of a 1.72M (39.4 mmol) methyl lithium solution in ether. The resulting slurry was stirred several days, then filtered, washed with pentane and dried under vacuum. The product is C(C)(C)(C)[C-]1C=CC=C1.[Li+] (Lithium t-butylcyclopentadienide). Reactants: S(=O)(=O)(OC[C@@]1(OC2(OC1)CCCCC2)C)C2=CC=C(C)C=C2 ({(R)-2-methyl-1,4-dioxaspiro[4,5]dec-2-yl}methyl tosylate), CO (methanol), C1(=CC=C(C=C1)S(=O)(=O)O)C (p-toluenesulfonic acid). Solvent: C(Cl)(Cl)Cl (CHCl3). Yields the product S(=O)(=O)(OC[C@](CO)(C)O)C1=CC=C(C)C=C1 ((R)-2,3-dihydroxy-2-methylpropyl tosylate). As a reaction SMILES: [S:1]([C:17]1[CH:23]=[CH:22][C:20]([CH3:21])=[CH:19][CH:18]=1)([O:4][CH2:5][C@@:6]1([CH3:16])[CH2:10][O:9]C2(CCCCC2)[O:7]1)(=[O:3])=[O:2].CO.C1(C)C=CC(S(O)(=O)=O)=CC=1>C(Cl)(Cl)Cl>[S:1]([C:17]1[CH:18]=[CH:19][C:20]([CH3:21])=[CH:22][CH:23]=1)([O:4][CH2:5][C@@:6]([OH:7])([CH3:16])[CH2:10][OH:9])(=[O:2])=[O:3]. Procedure details: 2.22 g (6.52 mmol) of {(R)-2-methyl-1,4-dioxaspiro[4,5]dec-2-yl}methyl tosylate are repeatedly evaporated from methanol in the presence of a catalytic amount of p-toluenesulfonic acid and the residue is finally purified by chromatography over silica gel 60 (0.040-0.063 mm, 55 g) using diethyl ether/methylene chloride (1:2) as the eluent. There are obtained 829 mg (3.18 mmol, 49% of the theoretical yield) of (R)-2,3-dihydroxy-2-methylpropyl tosylate, 98% pure by gas chromatography, [α]365 =-19.9°... Reactants: [OH-].[K+] (potassium hydroxide), CC1=NC=C(C(=N1)C)C(=O)OCC (ethyl 2,4-dimethyl-5-pyrimidinecarboxate). The solvent is C(C)O (ethanol), C(C)O (ethanol). Product: CC1=NC=C(C(=N1)C)C(=O)O (2,4-dimethyl-5-pyrimidinecarboxylic acid). Isolated yield 59.2%. Reaction SMILES: [OH-].[K+].[CH3:3][C:4]1[N:9]=[C:8]([CH3:10])[C:7]([C:11]([O:13]CC)=[O:12])=[CH:6][N:5]=1>C(O)C>[CH3:3][C:4]1[N:9]=[C:8]([CH3:10])[C:7]([C:11]([OH:13])=[O:12])=[CH:6][N:5]=1 |f:0.1|. Reported procedure: A solution of potassium hydroxide (67 g, 1.0 mol) in 95% ethanol (300 mL) was added to a solution of ethyl 2,4-dimethyl-5-pyrimidinecarboxate (73 g, 0.40 mol) in 95% ethanol (100 mL) and the mixture was heated under reflux for 5 hrs. Ethanol was evaporated under reduced pressure, and the residue was dissolved in water, and the aqueous solution was acidified with conc. hydrochloric acid. Precipitated solids were collected by filtration, washed with water and dried to give the title compound (36 g... Starting materials: N (Ammonia), C(C)(=O)C1=CC(=C(OCCCCCC(=O)Cl)C=C1O)CC=C (6-(4-Acetyl-5-hydroxy-2-allylphenoxy)hexanoyl chloride). The solvent is C(Cl)Cl (methylene chloride). Reaction conditions: time 10 minute. Yields the product C(C)(=O)C1=CC(=C(OCCCCCC(=O)N)C=C1O)CC=C (6-(4-Acetyl-5-hydroxy-2-allylphenoxy)hexanamide). RXN SMILES: [NH3:1].[C:2]([C:5]1[C:19]([OH:20])=[CH:18][C:8]([O:9][CH2:10][CH2:11][CH2:12][CH2:13][CH2:14][C:15](Cl)=[O:16])=[C:7]([CH2:21][CH:22]=[CH2:23])[CH:6]=1)(=[O:4])[CH3:3]>C(Cl)Cl>[C:2]([C:5]1[C:19]([OH:20])=[CH:18][C:8]([O:9][CH2:10][CH2:11][CH2:12][CH2:13][CH2:14][C:15]([NH2:1])=[O:16])=[C:7]([CH2:21][CH:22]=[CH2:23])[CH:6]=1)(=[O:4])[CH3:3]. Procedure: Ammonia gas was bubbled into a solution of approximately 3 millimoles of the acid chloride from Example 95 in 25 ml of methylene chloride. After 10 minutes, gas introduction was discontinued and the reaction was stirred overnight. The reaction mixture was concentrated in vacuo and then partitioned between ethyl acetate and dilute hydrochloric acid to which sodium chloride had been added. The organic layer was separated, washed with a potassium carbonate solution, dried over sodium sulfate, and c... The reactants are C[Si](C)(C)[N-][Si](C)(C)C.[Na+] (sodium bis(trimethylsilyl)amide), BrC(C(=O)C1=CC=C(C=C1)Cl)CC (2-Bromo-1-(4-chlorophenyl)-1-butanone), COC1=CC=C(C=C1)N1CCN(CC1)C1=NC=C(C=N1)N1C(NN=C1)=O (2,4-Dihydro-4-[2-[4-(4-methoxyphenyl)-1-piperazinyl]-5-pyrimidinyl]-3H-1,2,4-triazol-3-one), O (water). The solvent is O1CCCC1 (tetrahydrofuran), CN(C=O)C (N,N-dimethylformamide), CN(C=O)C (N,N-dimethylformamide). Run at time 30 minute. Product: ClC1=CC=C(C(=O)C(CC)N2N=CN(C2=O)C=2C=NC(=NC2)N2CCN(CC2)C2=CC=C(C=C2)OC)C=C1 ((±)-2-[1 -(4-chlorobenzoyl)propyl]-2,4-dihydro-4-[2-[4-(4-methoxyphenyl)-1-piperazinyl]-5-pyrimidinyl]-3H-1,2,4-triazol-3-one). Yield: 59.1%. Reaction SMILES: [CH3:1][O:2][C:3]1[CH:8]=[CH:7][C:6]([N:9]2[CH2:14][CH2:13][N:12]([C:15]3[N:20]=[CH:19][C:18]([N:21]4[CH:25]=[N:24][NH:23][C:22]4=[O:26])=[CH:17][N:16]=3)[CH2:11][CH2:10]2)=[CH:5][CH:4]=1.C[Si]([N-][Si](C)(C)C)(C)C.[Na+].Br[CH:38]([CH2:48][CH3:49])[C:39]([C:41]1[CH:46]=[CH:45][C:44]([Cl:47])=[CH:43][CH:42]=1)=[O:40].O>O1CCCC1.CN(C)C=O>[Cl:47][C:44]1[CH:43]=[CH:42][C:41]([C:39]([CH:38]([N:23]2[C:22](=[O:26])[N:21]([C:18]3[CH:17]=[N:16][C:15]([N:12]4[CH2:11][CH2:10][N:9]([C:6]5[CH:7]=[CH:8][C:3]([O:2][CH3:1])=[CH:4][CH:5]=5)[CH2:14][CH2:13]4)=[N:20][CH:19]=3)[CH:25]=[N:24]2)[CH2:48][CH3:49])=[O:40])=[CH:46][CH:45]=1 |f:1.2|. Reported procedure: 2,4-Dihydro-4-[2-[4-(4-methoxyphenyl)-1-piperazinyl]-5-pyrimidinyl]-3H-1,2,4-triazol-3-one (0.019 mol) and N,N-dimethylformamide (200 ml) were stirred. A solution of sodium bis(trimethylsilyl)amide in tetrahydrofuran (1M) (21 ml) was added dropwise under N2 and the mixture was stirred for 30 minutes at room temperature. 2-Bromo-1-(4-chlorophenyl)-1-butanone (0.021 mol) dissolved in a little N,N-dimethylformamide was added dropwise and the mixture was stirred for 3 hours at room temperature. The ... Starting materials: COCCBr, Nc1ccc(F)cc1, [Na+], [Na+], O=C([O-])[O-], CN(C)C=O, O. Product: COCCNc1ccc(F)cc1. As a reaction SMILES: [CH3:9][O:10][CH2:11][CH2:12][Br:13].[NH2:1][c:2]1[cH:3][cH:4][c:5]([F:6])[cH:7][cH:8]1.[Na+:14].[Na+:15].[O-:16][C:17](=[O:18])[O-:19].[O:20]=[CH:21][N:22]([CH3:23])[CH3:24].[OH2:25]>>[NH:1]([c:2]1[cH:3][cH:4][c:5]([F:6])[cH:7][cH:8]1)[CH2:12][CH2:11][O:10][CH3:9].